Dataset: the Open Reaction Database (ORD), a public repository of structured organic reaction records. Task: describe an organic reaction: reactants, conditions, products, and yield Reactants: t-Boc-gly-phe-OCH3, COC([C@@H](NC(CNC(=O)OC(C)(C)C)=O)CC1=CC=CC=C1)=O (N-[N-(t-Butoxycarbonyl)glycyl]-L-phenylalanine methyl ester), [Li+].[OH-] (LiOH). Run in CO (methanol). Yields the product C(C)(C)(C)OC(=O)NCC(=O)N[C@@H](CC1=CC=CC=C1)C(=O)O (N-[N-(t-Butoxycarbonyl)glycyl]-L-phenylalanine). As a reaction SMILES: C[O:2][C:3](=[O:24])[C@H:4]([CH2:17][C:18]1[CH:23]=[CH:22][CH:21]=[CH:20][CH:19]=1)[NH:5][C:6](=[O:16])[CH2:7][NH:8][C:9]([O:11][C:12]([CH3:15])([CH3:14])[CH3:13])=[O:10].[Li+].[OH-]>CO>[C:12]([O:11][C:9]([NH:8][CH2:7][C:6]([NH:5][C@H:4]([C:3]([OH:24])=[O:2])[CH2:17][C:18]1[CH:19]=[CH:20][CH:21]=[CH:22][CH:23]=1)=[O:16])=[O:10])([CH3:15])([CH3:13])[CH3:14] |f:1.2|. Procedure details: (t-Boc-gly-phe-OCH3, 6a, (9.2 g, 2.7×10-2 mole), 1 M aqueous LiOH (30 ml, 3.0×10-2 mole), and methanol (100 ml) are stirred at room temperature for 2 hours. Most of the methanol is evaporated. The concentrate is diluted with water (10 ml) and transferred to a separatory funnel. The mixture is then acidified with 1 M aqueous HCl (50 ml) and the aqueous acidic mixture subsequently extracted with CHCl3 (4 times). The combined CHCl3 extracts are washed with saturated aqueous NaCl before being dried ... The reactants are ClCCl, CC(=O)OC=O, CCOC(=O)CNC1CCc2c(F)cc(F)cc2C1. Yields the product CCOC(=O)CN(C=O)C1CCc2c(F)cc(F)cc2C1. As a reaction SMILES: [CH2:26]([Cl:27])[Cl:28].[CH:20](=[O:21])[O:22][C:23](=[O:24])[CH3:25].[F:1][c:2]1[c:3]2[c:8]([cH:9][c:10]([F:12])[cH:11]1)[CH2:7][CH:6]([NH:13][CH2:14][C:15](=[O:16])[O:17][CH2:18][CH3:19])[CH2:5][CH2:4]2>>[F:1][c:2]1[c:3]2[c:8]([cH:9][c:10]([F:12])[cH:11]1)[CH2:7][CH:6]([N:13]([CH2:14][C:15](=[O:16])[O:17][CH2:18][CH3:19])[CH:20]=[O:21])[CH2:5][CH2:4]2. Starting materials: CB(O)O, COc1cccc(OC)c1-c1ccccc1P(C1CCCCC1)C1CCCCC1, Cc1cc(Cl)c(N2CCN(C(=O)c3ccc(N4CCOC4=O)cc3S(C)(=O)=O)CC2)cc1F, [F-], [K+], CC(=O)[O-], CC(=O)[O-], C1CCOC1, O, [Pd+2]. Yields the product Cc1cc(C)c(N2CCN(C(=O)c3ccc(N4CCOC4=O)cc3S(C)(=O)=O)CC2)cc1F. RXN SMILES: [CH3:34][B:35]([OH:36])[OH:37].[CH:38]1([P:39]([CH:40]2[CH2:41][CH2:42][CH2:43][CH2:44][CH2:45]2)[c:46]2[cH:47][cH:48][cH:49][cH:50][c:51]2-[c:52]2[c:53]([O:54][CH3:55])[cH:56][cH:57][cH:58][c:59]2[O:60][CH3:61])[CH2:62][CH2:63][CH2:64][CH2:65][CH2:66]1.[Cl:1][c:2]1[c:3]([N:10]2[CH2:11][CH2:12][N:13]([C:16](=[O:17])[c:18]3[c:19]([S:30](=[O:31])(=[O:32])[CH3:33])[cH:20][c:21]([N:24]4[C:25](=[O:29])[O:26][CH2:27][CH2:28]4)[cH:22][cH:23]3)[CH2:14][CH2:15]2)[cH:4][c:5]([F:9])[c:6]([CH3:8])[cH:7]1.[F-:67].[K+:68].[O-:70][C:71]([CH3:72])=[O:73].[O-:74][C:75]([CH3:76])=[O:77].[O:79]1[CH2:80][CH2:81][CH2:82][CH2:83]1.[OH2:78].[Pd+2:69]>>[c:2]1([CH3:34])[c:3]([N:10]2[CH2:11][CH2:12][N:13]([C:16](=[O:17])[c:18]3[c:19]([S:30](=[O:31])(=[O:32])[CH3:33])[cH:20][c:21]([N:24]4[C:25](=[O:29])[O:26][CH2:27][CH2:28]4)[cH:22][cH:23]3)[CH2:14][CH2:15]2)[cH:4][c:5]([F:9])[c:6]([CH3:8])[cH:7]1. Reactants: BrC=1C(N(N2C1CCCC2)C2=CC=CC=C2)=O (3-bromo-1-phenyl-4,5,6,7-tetrahydro-pyrazolo[1,5-a]pyridin-2-one), C1(CC1)B(O)O (cyclopropylboronic acid), P(=O)([O-])([O-])[O-].[K+].[K+].[K+] (potassium phosphate), C1(CCCCC1)P(C1CCCCC1)C1CCCCC1 (tricyclohexyl phosphine). Reagents/catalysts: C(C)(=O)[O-].[Pd+2].C(C)(=O)[O-] (palladium acetate). Solvent: O (water), C1(=CC=CC=C1)C (toluene), O.CCOC(=O)C (water EtOAc). Conditions: temperature 100 celsius, time 2 day. The product is C1(CC1)C=1C(N(N2C1CCCC2)C2=CC=CC=C2)=O (3-cyclopropyl-1-phenyl-4,5,6,7-tetrahydro-pyrazolo[1,5-a]pyridin-2-one). As a reaction SMILES: Br[C:2]1[C:3](=[O:17])[N:4]([C:11]2[CH:16]=[CH:15][CH:14]=[CH:13][CH:12]=2)[N:5]2[CH2:10][CH2:9][CH2:8][CH2:7][C:6]=12.[CH:18]1(B(O)O)[CH2:20][CH2:19]1.P([O-])([O-])([O-])=O.[K+].[K+].[K+].C1(P(C2CCCCC2)C2CCCCC2)CCCCC1>O.CCOC(C)=O.C([O-])(=O)C.[Pd+2].C([O-])(=O)C.O.C1(C)C=CC=CC=1>[CH:18]1([C:2]2[C:3](=[O:17])[N:4]([C:11]3[CH:16]=[CH:15][CH:14]=[CH:13][CH:12]=3)[N:5]3[CH2:10][CH2:9][CH2:8][CH2:7][C:6]=23)[CH2:20][CH2:19]1 |f:2.3.4.5,7.8,9.10.11|. Reported procedure: Into a sealable tube under argon was added 3-bromo-1-phenyl-4,5,6,7-tetrahydro-pyrazolo[1,5-a]pyridin-2-one (0.11 g), cyclopropylboronic acid (0.064 g), potassium phosphate (0.43 g), tricyclohexyl phosphine (0.016 g) and toluene (1 mL) and water (0.1 mL). To this was added palladium acetate (0.006 g) and the tube was sealed and stirred at 100° C. for 2 days. The reaction vessel was then cooled and the diluted with water/EtOAc. The phases were separated and the aqueous phase was extracted with fu...